Task: describe an organic reaction: reactants, conditions, products, and yield. Dataset: the Open Reaction Database (ORD), a public repository of structured organic reaction records Reactants: NC=1N(C=2CCCCC2C1C#N)CC1=CC=C(C=C1)OC (2-amino-3-cyano-1-(4-methoxyphenyl)methyl-4,5,6,7-tetrahydroindole), COC(C=CC1=CC(=CC=C1)OC)=O (methyl-3-methoxycinnamate). Yields the product NC1=C(C(=NC=2N(C=3CCCCC3C21)CC2=CC=C(C=C2)OC)C2=CC=CC=C2)C(=O)OC (4-Amino-9-(4-methoxyphenyl)methyl-2-phenyl-5,6,7,8-tetrahydro-9H-pyrido[2,3-b]indole-3-carboxylic acid, methyl ester). Isolated yield 73.0%. RXN SMILES: [NH2:1][C:2]1[N:3]([CH2:13][C:14]2[CH:19]=[CH:18][C:17]([O:20][CH3:21])=[CH:16][CH:15]=2)[C:4]2[CH2:5][CH2:6][CH2:7][CH2:8][C:9]=2[C:10]=1[C:11]#[N:12].[CH3:22][O:23][C:24](=[O:35])[CH:25]=[CH:26][C:27]1[CH:32]=[CH:31][CH:30]=[C:29](OC)[CH:28]=1>>[NH2:12][C:11]1[C:10]2[C:9]3[CH2:8][CH2:7][CH2:6][CH2:5][C:4]=3[N:3]([CH2:13][C:14]3[CH:19]=[CH:18][C:17]([O:20][CH3:21])=[CH:16][CH:15]=3)[C:2]=2[N:1]=[C:26]([C:27]2[CH:32]=[CH:31][CH:30]=[CH:29][CH:28]=2)[C:25]=1[C:24]([O:23][CH3:22])=[O:35]. Procedure details: Using a procedure similar to Description 6, the title compound (D12) was prepared in 73% yield from 2-amino-3-cyano-1-(4-methoxyphenyl)methyl-4,5,6,7-tetrahydroindole (D5) and methyl-3-methoxycinnamate.